Dataset: the Open Reaction Database (ORD), a public repository of structured organic reaction records. Task: describe an organic reaction: reactants, conditions, products, and yield Reactants: C(CCC)NC=1N=CC2=C(N1)C(=CN2C2=CC=C(C=C2)F)C2=CCC(CC2)O (4-(2-(butylamino)-5-(4-fluorophenyl)-5H-pyrrolo[3,2-d]pyrimidin-7-yl)cyclohex-3-enol). Reagents/catalysts: [Pd] (Pd/C). Solvent: CO (MeOH). Conditions: time 3 hour. Yields the product C(CCC)NC=1N=CC2=C(N1)C(=CN2C2=CC=C(C=C2)F)[C@H]2CC[C@H](CC2)O (cis-4-(2-(butylamino)-5-(4-fluorophenyl)-5H-pyrrolo[3,2-d]pyrimidin-7-yl)cyclohexanol), product. As a reaction SMILES: [CH2:1]([NH:5][C:6]1[N:7]=[CH:8][C:9]2[N:14]([C:15]3[CH:20]=[CH:19][C:18]([F:21])=[CH:17][CH:16]=3)[CH:13]=[C:12]([C:22]3[CH2:27][CH2:26][CH:25]([OH:28])[CH2:24][CH:23]=3)[C:10]=2[N:11]=1)[CH2:2][CH2:3][CH3:4]>CO.[Pd]>[CH2:1]([NH:5][C:6]1[N:7]=[CH:8][C:9]2[N:14]([C:15]3[CH:20]=[CH:19][C:18]([F:21])=[CH:17][CH:16]=3)[CH:13]=[C:12]([C@@H:22]3[CH2:23][CH2:24][C@H:25]([OH:28])[CH2:26][CH2:27]3)[C:10]=2[N:11]=1)[CH2:2][CH2:3][CH3:4]. Procedure: A mixture of 4-(2-(butylamino)-5-(4-fluorophenyl)-5H-pyrrolo[3,2-d]pyrimidin-7-yl)cyclohex-3-enol (0.095 g, 0.25 mmol) and Pd/C (0.01 g, 10 wt %) in 5 mL MeOH was stirred under H2 atmosphere for 3 h. After filter through a plug of celite, the filtrate was concentrated and purified by Prep-HPLC. The cis-4-(2-(butylamino)-5-(4-fluorophenyl)-5H-pyrrolo[3,2-d]pyrimidin-7-yl)cyclohexanol was obtained as the major product (0.040 g). The trans-4-(2-(butylamino)-5-(4-fluorophenyl)-5H-pyrrolo[3,2-d]pyrim...